This data is from the Open Reaction Database (ORD), a public repository of structured organic reaction records. The task is: describe an organic reaction: reactants, conditions, products, and yield Reactants: CN1CCN(CC1)C(=O)OC2C3=NC=CN=C3C(=O)N2C4=NC=C(C=C4)Cl ((R)-zopiclone), CN1CCN(CC1)C(=O)OC2C3=NC=CN=C3C(=O)N2C4=NC=C(C=C4)Cl ((R)-zopiclone), Cl (HCl). Product: ClC=1C=CC(=NC1)N1C(C2=NC=CN=C2C1O)=O (6-(5-chloropyrid-2-yl)-5-hydroxy-7-oxo-5,6-dihydropyrrolo-[3,4-b]pyrazine). RXN SMILES: CN1CCN(C([O:10][CH:11]2[N:20]([C:21]3[CH:26]=[CH:25][C:24]([Cl:27])=[CH:23][N:22]=3)[C:18](=[O:19])[C:17]3[C:12]2=[N:13][CH:14]=[CH:15][N:16]=3)=O)CC1.Cl>>[Cl:27][C:24]1[CH:25]=[CH:26][C:21]([N:20]2[CH:11]([OH:10])[C:12]3[C:17](=[N:16][CH:15]=[CH:14][N:13]=3)[C:18]2=[O:19])=[N:22][CH:23]=1. Reported procedure: In another embodiment, the invention provides a process to recycle the (R)-zopiclone, which remains in solution as waste product. (R)-zopiclone is recovered from the solution by any known conventional methods, for example, by solvent distillation, evaporation, or precipitation by adding a non-polar solvent, etc. This is followed by neutralization with base, extraction using methylene chloride followed by removal of the solvent. The (R)-isomer isolated is subjected to acid hydrolysis using aqueou... Reactants: OC=1C=CC(=C(C=O)C1)OC (5-hydroxy-2-methoxybenzaldehyde), C(C1=CC=CC=C1)Br (benzyl bromide), [OH-].[Na+] (sodium hydroxide). The reagents and catalysts are CCCCCCCC[N+](C)(CCCCCCCC)CCCCCCCC.[Cl-] (Adogen 464). The solvent is ClCCl (dichloromethane), ClCCl (dichloromethane), O (water). Run at time 2 hour. The product is C(C1=CC=CC=C1)OC=1C=CC(=C(C=O)C1)OC (5-benzyloxy-2-methoxybenzaldehyde). Yield: 91.0%. As a reaction SMILES: [OH:1][C:2]1[CH:3]=[CH:4][C:5]([O:10][CH3:11])=[C:6]([CH:9]=1)[CH:7]=[O:8].[CH2:12](Br)[C:13]1[CH:18]=[CH:17][CH:16]=[CH:15][CH:14]=1.[OH-].[Na+]>CCCCCCCC[N+](CCCCCCCC)(CCCCCCCC)C.[Cl-].ClCCl.O>[CH2:12]([O:1][C:2]1[CH:3]=[CH:4][C:5]([O:10][CH3:11])=[C:6]([CH:9]=1)[CH:7]=[O:8])[C:13]1[CH:18]=[CH:17][CH:16]=[CH:15][CH:14]=1 |f:2.3,4.5|. Procedure: To a stirred suspension of 5-hydroxy-2-methoxybenzaldehyde (306.6 g, prepared by the method of Ulrich et al, J.Org.Chem., 1974, 39, 2437), benzyl bromide (355.8 g) and Adogen 464 (48.5 g) in dichloromethane (600 ml) was added a solution of sodium hydroxide (123.5 g) in water (500 ml). The mixture became warm and the suspension dissolved; additional dichloromethane (300 ml) was added to prevent crystallisation of the benzylated product. After 2 hours, the organic layer was removed, washed twice w... Reactants: CC(C)CNc1nc(Cl)ncc1Br, CCCCCC, CS(C)=O, CCOC(C)=O, N#C[K], [Na], Cc1ccc(S(=O)(=O)O)cc1. Yields the product CC(C)CNc1nc(C#N)ncc1Br. As a reaction SMILES: [Br:1][c:2]1[c:3]([NH:9][CH2:10][CH:11]([CH3:12])[CH3:13])[n:4][c:5]([Cl:8])[n:6][cH:7]1.[CH3:29][CH2:30][CH2:31][CH2:32][CH2:33][CH3:34].[CH3:35][S:36]([CH3:37])=[O:38].[CH3:39][CH2:40][O:41][C:42]([CH3:43])=[O:44].[K:14][C:15]#[N:16].[Na:28].[c:17]1([CH3:18])[cH:19][cH:20][c:21]([S:22]([OH:23])(=[O:24])=[O:25])[cH:26][cH:27]1>>[Br:1][c:2]1[c:3]([NH:9][CH2:10][CH:11]([CH3:12])[CH3:13])[n:4][c:5]([C:15]#[N:16])[n:6][cH:7]1. Starting materials: [OH-].[Li+] (Lithium hydroxide), C(C)(=O)N1[C@H](C[C@H](C2=CC(=CC=C12)C1=CC=C(C=C1)CC(=O)OCC)NC(=O)OC(C)C)C (ethyl {4-[(2S,4R)-1-acetyl-2-methyl-4-({[(1-methylethyl)oxy]carbonyl}amino)-1,2,3,4-tetrahydro-6-quinolinyl]phenyl}acetate), Intermediate 100. Run in CO (methanol). Run at time 12 hour. Yields the product C(C)(=O)N1[C@H](C[C@H](C2=CC(=CC=C12)C1=CC=C(C=C1)CC(=O)O)NC(=O)OC(C)C)C ({4-[(2S,4R)-1-acetyl-2-methyl-4-({[(1-methylethyl)oxy]carbonyl}amino)-1,2,3,4-tetrahydro-6-quinolinyl]phenyl}acetic acid). Isolated yield 78.0%. As a reaction SMILES: [OH-].[Li+].[C:3]([N:6]1[C:15]2[C:10](=[CH:11][C:12]([C:16]3[CH:21]=[CH:20][C:19]([CH2:22][C:23]([O:25]CC)=[O:24])=[CH:18][CH:17]=3)=[CH:13][CH:14]=2)[C@H:9]([NH:28][C:29]([O:31][CH:32]([CH3:34])[CH3:33])=[O:30])[CH2:8][C@@H:7]1[CH3:35])(=[O:5])[CH3:4]>CO>[C:3]([N:6]1[C:15]2[C:10](=[CH:11][C:12]([C:16]3[CH:21]=[CH:20][C:19]([CH2:22][C:23]([OH:25])=[O:24])=[CH:18][CH:17]=3)=[CH:13][CH:14]=2)[C@H:9]([NH:28][C:29]([O:31][CH:32]([CH3:34])[CH3:33])=[O:30])[CH2:8][C@@H:7]1[CH3:35])(=[O:5])[CH3:4] |f:0.1|. Procedure: Lithium hydroxide (4N in water, 1 mL, 4.00 mmol) was added to a solution of ethyl {4-[(2S,4R)-1-acetyl-2-methyl-4-({[(1-methylethyl)oxy]carbonyl}amino)-1,2,3,4-tetrahydro-6-quinolinyl]phenyl}acetate (for a preparation see Intermediate 100) (32.6 mg, 0.072 mmol) in methanol (3 mL). The resulting mixture was stirred under nitrogen at room temperature for 12 h then most of the solvent was removed in vacuo. The residue was partitioned between AcOEt (30 mL) and water (15 mL) and the layers were separ... Reactants: C1(CC1)N1C=C(C(C2=CC(=C(C(=C12)F)F)F)=O)C(=O)O (1-cyclopropyl-6,7,8-trifluoro-1,4-dihydro-4-oxoquinoline-3-carboxylic acid), Cl.Cl.CNCC1CNCCO1 (2 -(methylaminomethyl)morpholine dihydrochloride), N12CCCCCC2=NCCC1 (1,8-diazabicyclo[5.4.0]undec-7-ene). Solvent: C(C)#N (acetonitrile). Yields the product C1(CC1)N1C=C(C(C2=CC(=C(C(=C12)F)N1CC(OCC1)CNC)F)=O)C(=O)O (1-cyclopropyl-6,8-difluoro-1,4-dihydro-7-[2-(methylaminomethyl)-morpholino]-4-oxoquinoline-3-carboxylic acid). As a reaction SMILES: [CH:1]1([N:4]2[C:13]3[C:8](=[CH:9][C:10]([F:16])=[C:11](F)[C:12]=3[F:14])[C:7](=[O:17])[C:6]([C:18]([OH:20])=[O:19])=[CH:5]2)[CH2:3][CH2:2]1.Cl.Cl.[CH3:23][NH:24][CH2:25][CH:26]1[O:31][CH2:30][CH2:29][NH:28][CH2:27]1.N12CCCN=C1CCCCC2>C(#N)C>[CH:1]1([N:4]2[C:13]3[C:8](=[CH:9][C:10]([F:16])=[C:11]([N:28]4[CH2:29][CH2:30][O:31][CH:26]([CH2:25][NH:24][CH3:23])[CH2:27]4)[C:12]=3[F:14])[C:7](=[O:17])[C:6]([C:18]([OH:20])=[O:19])=[CH:5]2)[CH2:2][CH2:3]1 |f:1.2.3|. Reported procedure: A solution of 8.3 g of 1-cyclopropyl-6,7,8-trifluoro-1,4-dihydro-4-oxoquinoline-3-carboxylic acid, 7.1 g of 2 -(methylaminomethyl)morpholine dihydrochloride and 15.2 g of 1,8-diazabicyclo[5.4.0]undec-7-ene in 166 ml of acetonitrile is refluxed for 8 hours. After ice-cooling, the precipitated crystals are collected by filtration, washed with acetone and recrystallized from dimethylformamide to give 1-cyclopropyl-6,8-difluoro-1,4-dihydro-7-[2-(methylaminomethyl)-morpholino]-4-oxoquinoline-3-carbox...